From a dataset of the Open Reaction Database (ORD), a public repository of structured organic reaction records. describe an organic reaction: reactants, conditions, products, and yield Starting materials: Cl.C(C1=CC=CC=C1)OC(=O)N(C1=CC(=CC=C1)F)CC1NCCC2=CC(=C(C=C12)O)O (1(N-benzyloxycarbonyl-m-fluoroanilinomethyl)-6,7-dihydroxy-1,2,3,4-tetrahydroisoquinoline hydrochloride), Cl (hydrochloric acid). Run in C(C)(=O)O (acetic acid). Product: Cl.FC=1C=C(NCC2NCCC3=CC(=C(C=C23)O)O)C=CC1 (1-(m-fluoroanilinomethyl)-6,7-dihydroxy-1,2,3,4-tetrahydroisoquinoline hydrochloride). The yield is 94.2%. RXN SMILES: [ClH:1].C(OC([N:12]([CH2:20][CH:21]1[C:30]2[C:25](=[CH:26][C:27]([OH:32])=[C:28]([OH:31])[CH:29]=2)[CH2:24][CH2:23][NH:22]1)[C:13]1[CH:18]=[CH:17][CH:16]=[C:15]([F:19])[CH:14]=1)=O)C1C=CC=CC=1.Cl>C(O)(=O)C>[ClH:1].[F:19][C:15]1[CH:14]=[C:13]([CH:18]=[CH:17][CH:16]=1)[NH:12][CH2:20][CH:21]1[C:30]2[C:25](=[CH:26][C:27]([OH:32])=[C:28]([OH:31])[CH:29]=2)[CH2:24][CH2:23][NH:22]1 |f:0.1,4.5|. Reported procedure: A mixture of 1(N-benzyloxycarbonyl-m-fluoroanilinomethyl)-6,7-dihydroxy-1,2,3,4-tetrahydroisoquinoline hydrochloride (0.3 g), conc. hydrochloric acid (3 ml) and acetic acid (3 ml) was refluxed for 1.5 hours in a stream of nitrogen. The reaction mixture was concentrated and the residue was pulverized with ether to give 1-(m-fluoroanilinomethyl)-6,7-dihydroxy-1,2,3,4-tetrahydroisoquinoline hydrochloride (0.2 g), powder. Reactants: FB(F)F, CC(O)(CO)COc1ccc(Br)cc1, CCOCC, CC(C)=O, CCOC(C)=O, [Na+], [Na+], O=C([O-])[O-], C1CCOC1, O. Yields the product CC1(COc2ccc(Br)cc2)COC(C)(C)O1. RXN SMILES: [B:24]([F:25])([F:26])[F:27].[Br:1][c:2]1[cH:3][cH:4][c:5]([O:6][CH2:7][C:8]([CH2:9][OH:10])([OH:11])[CH3:12])[cH:13][cH:14]1.[CH2:19]([O:20][CH2:21][CH3:22])[CH3:23].[CH3:15][C:16]([CH3:17])=[O:18].[CH3:35][CH2:36][O:37][C:38](=[O:39])[CH3:40].[Na+:28].[Na+:29].[O-:30][C:31](=[O:32])[O-:33].[O:41]1[CH2:42][CH2:43][CH2:44][CH2:45]1.[OH2:34]>>[Br:1][c:2]1[cH:3][cH:4][c:5]([O:6][CH2:7][C:8]2([CH3:12])[CH2:9][O:10][C:16]([CH3:15])([CH3:17])[O:11]2)[cH:13][cH:14]1. Reactants: [H-].[Na+] (NaH), C(C1=CC=CC=C1)(=O)NC1=NC(NC=C1I)=O (N-benzoyl-5-iodocytosine), BrCC(=O)OCC (ethyl bromoacetate). Run in CN(C)C=O (DMF). Run at time 24 hour. Yields the product C(C1=CC=CC=C1)(=O)NC1=NC(N(C=C1I)CC(=O)OCC)=O (ethyl {(N-benzoyl)-5-iodocytosine-1-yl}acetate). RXN SMILES: [C:1]([NH:9][C:10]1[C:15]([I:16])=[CH:14][NH:13][C:12](=[O:17])[N:11]=1)(=[O:8])[C:2]1[CH:7]=[CH:6][CH:5]=[CH:4][CH:3]=1.[H-].[Na+].Br[CH2:21][C:22]([O:24][CH2:25][CH3:26])=[O:23]>CN(C=O)C>[C:1]([NH:9][C:10]1[C:15]([I:16])=[CH:14][N:13]([CH2:21][C:22]([O:24][CH2:25][CH3:26])=[O:23])[C:12](=[O:17])[N:11]=1)(=[O:8])[C:2]1[CH:7]=[CH:6][CH:5]=[CH:4][CH:3]=1 |f:1.2|. Procedure details: To a stirred solution of 8.3 g of N-benzoyl-5-iodocytosine dissolved in 60 ml DMF, was added at 0° C. 1.06 g of 55% NaH in mineral oil, and the solution was stirred at RT for 2 h. After 2.7 ml ethyl bromoacetate was added to the reaction mixture, the reaction solution was stirred for another 24 h at RT, which was followed by removal of the solvent under reduced pressure. The resulting residue was dissolved and the insoluble material was filtered off. The filtrate was washed two times with satura... Reactants: ClC1=NC(=NC2=CC=CC=C12)C1=CC=CC=C1 (4-chloro-2-phenylquinazoline), Cl (HCl), [I-].[Na+] (sodium iodide), C(C)#N (acetonitrile), hydrochloride salt. Run in C1CCOC1 (THF), CCOCC (ether). The product is IC1=NC(=NC2=CC=CC=C12)C1=CC=CC=C1 (4-Iodo-2-phenylquinazoline). RXN SMILES: Cl[C:2]1[C:11]2[C:6](=[CH:7][CH:8]=[CH:9][CH:10]=2)[N:5]=[C:4]([C:12]2[CH:17]=[CH:16][CH:15]=[CH:14][CH:13]=2)[N:3]=1.Cl.[I-:19].[Na+].C(#N)C>C1COCC1.CCOCC>[I:19][C:2]1[C:11]2[C:6](=[CH:7][CH:8]=[CH:9][CH:10]=2)[N:5]=[C:4]([C:12]2[CH:17]=[CH:16][CH:15]=[CH:14][CH:13]=2)[N:3]=1 |f:2.3|. Procedure details: To the 4-chloro-2-phenylquinazoline (4.15 mmol) in dry THF (10 ml) was added a solution of 2 M HCl in ether (4 ml). After 5 min the solvents were removed by vacuum. Dry sodium iodide (41.5 mmol) and acetonitrile (30 ml) were added to the hydrochloride salt and refluxed for 4 hrs. The reaction was quenched by the addition of an aqueous solution of 10% K2CO3 and 5% NaHSO3 (15 ml). Extraction with dichloromethane and drying of the combined organic layers was followed by evaporation of solvents unde... The reactants are O=C1C(CCCC1)C(=O)OCC (ethyl 2-oxocyclohexane carboxylate), C(O)(O)=O.NC(=N)N (guanidine carbonate). Run in C(C)O (ethanol). The product is NC1=NC=2CCCCC2C(=N1)O (2-Amino-5,6,7,8-tetrahydroquinazoline-4-ol). Isolated yield 89.2%. Reaction SMILES: O=[C:2]1[CH2:7][CH2:6][CH2:5][CH2:4][CH:3]1[C:8]([O:10]CC)=O.C(=O)(O)O.[NH2:17][C:18]([NH2:20])=[NH:19]>C(O)C>[NH2:20][C:18]1[N:19]=[C:8]([OH:10])[C:3]2[CH2:4][CH2:5][CH2:6][CH2:7][C:2]=2[N:17]=1 |f:1.2|. Procedure: To a solution of ethyl 2-oxocyclohexane carboxylate (41 g, 241 mmol) in ethanol (200 ml) was added guanidine carbonate (26.0 g, 289 mmol) under stirring at room temperature. The reaction mixture was refluxed for 1 hour and then cooled to room temperature. The precipitated crystals were filtered and washed with water, followed with methanol. The crystals were dried in vacuo to give the object compound (35.5 g, 89%). Reactants: ClC1(OC(OC1(Cl)F)(C(F)(F)F)C(F)(F)F)F (4,5-dichloro-perfluoro-2,2-dimethyl-1,3-dioxolane), [Mg] (magnesium). Reagents/catalysts: BrBr (bromine). Solvent: O1CCCC1 (tetrahydrofuran), O1CCCC1 (tetrahydrofuran). Run at temperature 28 celsius. Yields the product FC=1OC(OC1F)(C(F)(F)F)C(F)(F)F (perfluoro-2,2-dimethyl-1,3-dioxole). Isolated yield 57.2%. RXN SMILES: [Mg].Cl[C:3]1([F:18])[C:7]([F:9])(Cl)[O:6][C:5]([C:14]([F:17])([F:16])[F:15])([C:10]([F:13])([F:12])[F:11])[O:4]1>BrBr.O1CCCC1>[F:9][C:7]1[O:6][C:5]([C:14]([F:15])([F:16])[F:17])([C:10]([F:11])([F:13])[F:12])[O:4][C:3]=1[F:18]. Procedure details: A solution of bromine (3 g) and tetrahydrofuran (30 mL) was slowly added to a well stirred mixture of magnesium turnings (25 g) and tetrahydrofuran (365 mL) at 20° C. After the exothermic reaction stopped, the reaction mixture was cooled to 28° C. and 133 g of the 4,5-dichloro-perfluoro-2,2-dimethyl-1,3-dioxolane (89.9% trans and 10.1% cis) was slowly added. After an induction period an exothermic reaction was observed. The reaction mixture was distilled to remove all material boiling up to 65° ... Starting materials: N1=C(SC2=NC=CC=C21)S (thiazolo[5,4-b]pyridine-2-thiol), [H-].[Na+] (sodium hydride), CN(C=O)C (N,N-dimethylformamide), ClCCN1CCC(CC1)NC1=NC2=C(N1CC1=CC=C(C=C1)F)C=CC=C2 (N-[1-(2-chloroethyl)-4-piperidinyl]-1-(4-fluorophenyl-methyl)-1H-benzimidazol-2-amine), CN(C=O)C (N,N-dimethylformamide). Solvent: O (Water). Reaction conditions: time 1 hour. The product is FC1=CC=C(C=C1)CN1C(=NC2=C1C=CC=C2)NC2CCN(CC2)CCSC=2SC1=NC=CC=C1N2 (1-[(4-fluorophenyl)-methyl]-N-[1-[2-(thiazolo[5,4-b]pyridin-2-ylthio)ethyl]-4-piperidinyl]-1H-benzimidazol-2-amine). Isolated yield 6.4%. RXN SMILES: [N:1]1[C:9]2[C:4](=[N:5][CH:6]=[CH:7][CH:8]=2)[S:3][C:2]=1[SH:10].[H-].[Na+].CN(C)C=O.Cl[CH2:19][CH2:20][N:21]1[CH2:26][CH2:25][CH:24]([NH:27][C:28]2[N:32]([CH2:33][C:34]3[CH:39]=[CH:38][C:37]([F:40])=[CH:36][CH:35]=3)[C:31]3[CH:41]=[CH:42][CH:43]=[CH:44][C:30]=3[N:29]=2)[CH2:23][CH2:22]1>O>[F:40][C:37]1[CH:38]=[CH:39][C:34]([CH2:33][N:32]2[C:31]3[CH:41]=[CH:42][CH:43]=[CH:44][C:30]=3[N:29]=[C:28]2[NH:27][CH:24]2[CH2:23][CH2:22][N:21]([CH2:20][CH2:19][S:10][C:2]3[S:3][C:4]4[C:9]([N:1]=3)=[CH:8][CH:7]=[CH:6][N:5]=4)[CH2:26][CH2:25]2)=[CH:35][CH:36]=1 |f:1.2|. Procedure details: A mixture of 2.5 parts of thiazolo[5,4-b]pyridine-2-thiol, 1 part of a sodium hydride dispersion 50% and 45 parts of N,N-dimethylformamide was stirred for 1 hour. Then there was added a solution of 6.9 parts of N-[1-(2-chloroethyl)-4-piperidinyl]-1-(4-fluorophenyl-methyl)-1H-benzimidazol-2-amine in 45 parts of N,N-dimethylformamide. The whole was stirred overnight. Water was added dropwise. The product was extracted with 4-methyl-2-pentanone. The extract was dried, filtered and evaporated. The r...